From a dataset of the Open Reaction Database (ORD), a public repository of structured organic reaction records. describe an organic reaction: reactants, conditions, products, and yield Starting materials: OC(C(=O)C1=CC=CC=C1)C (2-hydroxypropiophenone), N1=C(C=CC=C1)C(=O)NN (picolinic acid hydrazide). The solvent is CCOCCO (ethyl cellosolve). Reaction conditions: time 2 hour. Yields the product N1=C(C=CC=C1)C(=O)NN=C(C(C)O)C1=CC=CC=C1 (2-hydroxypropiophenone picolinoylhydrazone). Yield: 46.7%. RXN SMILES: [OH:1][CH:2]([CH3:11])[C:3]([C:5]1[CH:10]=[CH:9][CH:8]=[CH:7][CH:6]=1)=O.[N:12]1[CH:17]=[CH:16][CH:15]=[CH:14][C:13]=1[C:18]([NH:20][NH2:21])=[O:19]>CCOCCO>[N:12]1[CH:17]=[CH:16][CH:15]=[CH:14][C:13]=1[C:18]([NH:20][N:21]=[C:3]([C:5]1[CH:10]=[CH:9][CH:8]=[CH:7][CH:6]=1)[CH:2]([OH:1])[CH3:11])=[O:19]. Procedure details: 21.5 g of 2-hydroxypropiophenone and 20.6 g of picolinic acid hydrazide are stirred in 250 ml of ethyl cellosolve for 18 hours at 110° C. and then for 2 hours at room temperature. The light yellow solution is concentrated on a rotary evaporator to approx. 50% of its volume. The yellow crystals which have precipitated are isolated by filtration and washed with isopropanol and then with water. After the crystals have been dried under vacuum at 50° C., 18 g of 2-hydroxypropiophenone picolinoylhydra...